Task: describe an organic reaction: reactants, conditions, products, and yield. Dataset: the Open Reaction Database (ORD), a public repository of structured organic reaction records The reactants are NC=1SC2=C(N1)C=CC(=C2)OC=2C=C(C=CC2OC)NC(C2=CC(=CC=C2)C(C)(C)C#N)=O (N-{3-[(2-amino-1,3-benzothiazol-6-yl)oxy]-4-methoxyphenyl}-3-(1-cyano-1-methylethyl)benzamide), C(C)(=O)OCC(=O)Cl (2-chloro-2-oxoethyl acetate). The solvent is CN(C=O)C (N,N-dimethylformamide). Yields the product C(#N)C(C)(C)C=1C=C(C(=O)NC2=CC(=C(C=C2)OC)OC2=CC3=C(N=C(S3)NC(CO)=O)C=C2)C=CC1 (3-(1-cyano-1-methylethyl)-N-(3-{[2-(glycoloylamino)-1,3-benzothiazol-6-yl]oxy}-4-methoxyphenyl)benzamide). Isolated yield 48.8%. Reaction SMILES: [NH2:1][C:2]1[S:3][C:4]2[CH:10]=[C:9]([O:11][C:12]3[CH:13]=[C:14]([NH:20][C:21](=[O:33])[C:22]4[CH:27]=[CH:26][CH:25]=[C:24]([C:28]([C:31]#[N:32])([CH3:30])[CH3:29])[CH:23]=4)[CH:15]=[CH:16][C:17]=3[O:18][CH3:19])[CH:8]=[CH:7][C:5]=2[N:6]=1.C([O:37][CH2:38][C:39](Cl)=[O:40])(=O)C>CN(C)C=O>[C:31]([C:28]([C:24]1[CH:23]=[C:22]([CH:27]=[CH:26][CH:25]=1)[C:21]([NH:20][C:14]1[CH:15]=[CH:16][C:17]([O:18][CH3:19])=[C:12]([O:11][C:9]2[CH:8]=[CH:7][C:5]3[N:6]=[C:2]([NH:1][C:38](=[O:37])[CH2:39][OH:40])[S:3][C:4]=3[CH:10]=2)[CH:13]=1)=[O:33])([CH3:30])[CH3:29])#[N:32]. Reported procedure: Using N-{3-[(2-amino-1,3-benzothiazol-6-yl)oxy]-4-methoxyphenyl}-3-(1-cyano-1-methylethyl)benzamide (230 mg, 0.50 mmol) produced in Example A21(iv), 2-chloro-2-oxoethyl acetate (273 mg, 2.00 mmol) and N,N-dimethylformamide (5 mL), and in the same manner as in Example A19, the title compound (126 mg, 49%) was obtained as a pale-yellow powder. The reactants are C(#N)[C@@]1([C@]2(C)[C@@H](CC1)[C@@H]1CCC3=CC(CC[C@]3(C)C1=CC2)=O)O (17β-Cyano-17α-hydroxyandrosta-4,9(11)-dien-3-one), [Li+].CC(C)[N-]C(C)C (LDA), 17β-cyano-17α-hydroxyandrosta-4,9(11)-dien-3-one 17-(chloromethyl)dimethylsilyl ether, C1CCOC1 (THF), TEA, ClC[Si](Cl)(C)C (chloromethyldimethylchlorosilane), C1CCOC1 (THF). Reagents/catalysts: CN(C1=CC=NC=C1)C (4-dimethlaminopyridine). Run at time 1 hour. Yields the product ClCC([C@]1(CC[C@H]2[C@@H]3CCC4=CC(CC[C@]4(C)C3=CC[C@]12C)=O)O)=O (21-Chloro-17α-hydroxypregna-4,9(11)-diene-3,20-dione). As a reaction SMILES: [C:1]([C@@:3]1([OH:23])[CH2:8][CH2:7][C@H:6]2[C@H:9]3[C:19](=[CH:20][CH2:21][C@:4]12[CH3:5])[C@:17]1([CH3:18])[C:12](=[CH:13][C:14](=[O:22])[CH2:15][CH2:16]1)[CH2:11][CH2:10]3)#N.[Cl:24][CH2:25][Si](C)(C)Cl.[Li+].CC([N-]C(C)C)C.C1C[O:41]CC1>CN(C)C1C=CN=CC=1>[Cl:24][CH2:25][C:1](=[O:41])[C@:3]1([OH:23])[C@:4]2([CH3:5])[C@H:6]([C@H:9]3[C:19](=[CH:20][CH2:21]2)[C@:17]2([CH3:18])[C:12](=[CH:13][C:14](=[O:22])[CH2:15][CH2:16]2)[CH2:11][CH2:10]3)[CH2:7][CH2:8]1 |f:2.3|. Procedure: 17β-Cyano-17α-hydroxyandrosta-4,9(11)-dien-3-one (I, 3,316 gm) and 4-dimethlaminopyridine (63 mg) are slurried in dry THF (5 ml), treated with TEA (1.9 ml) and immediately cooled in an ice-acetone bath. With rapid stirring chloromethyldimethylchlorosilane (1.54 ml) is added dropwise. After 1 hr, the mixture is allowed to warm to 20°-25° over the course of 2 hrs, giving a mixture containing 17β-cyano-17α-hydroxyandrosta-4,9(11)-dien-3-one 17-(chloromethyl)dimethylsilyl ether (II). This mixture is... The reactants are C(C)(C)(C)C=1C=C(C=C(C1O)C(C)(C)C)C1=NNC2=NC=CC=C21 (3-(3,5-di-tertiary butyl-4-hydroxyphenyl)-1H-pyrazolo[3,4-b]pyridine), ClCCCBr (3-chloropropyl bromide). Product: C(C)(C)(C)C=1C=C(C=C(C1O)C(C)(C)C)C1=NN(C2=NC=CC=C21)CCCCl (3-(3,5-Di-tertiary butyl-4-hydroxyphenyl)-1-(3-chloropropyl)-1H-pyrazolo[3,4-b]pyridine). Reaction SMILES: [C:1]([C:5]1[CH:6]=[C:7]([C:16]2[C:24]3[C:19](=[N:20][CH:21]=[CH:22][CH:23]=3)[NH:18][N:17]=2)[CH:8]=[C:9]([C:12]([CH3:15])([CH3:14])[CH3:13])[C:10]=1[OH:11])([CH3:4])([CH3:3])[CH3:2].[Cl:25][CH2:26][CH2:27][CH2:28]Br>>[C:1]([C:5]1[CH:6]=[C:7]([C:16]2[C:24]3[C:19](=[N:20][CH:21]=[CH:22][CH:23]=3)[N:18]([CH2:28][CH2:27][CH2:26][Cl:25])[N:17]=2)[CH:8]=[C:9]([C:12]([CH3:15])([CH3:14])[CH3:13])[C:10]=1[OH:11])([CH3:2])([CH3:3])[CH3:4]. Reported procedure: 3-(3,5-Di-tertiary butyl-4-hydroxyphenyl)-1-(3-chloropropyl)-1H-pyrazolo[3,4-b]pyridine, melting at 107°-109° C. is prepared by reacting the compound of Example 1 with 3-chloropropyl bromide in a similar manner as Example 9, and recrystallizing from acetonitrile. Starting materials: CC(C)(C)OC(=O)CBr, [Cl-], [H-], O=[N+]([O-])c1ccc2cc[nH]c2c1, [NH4+], [Na+], CN(C)C=O. Yields the product CC(C)(C)OC(=O)Cn1ccc2ccc([N+](=O)[O-])cc21. Reaction SMILES: [Br:15][CH2:16][C:17](=[O:18])[O:19][C:20]([CH3:21])([CH3:22])[CH3:23].[Cl-:24].[H-:2].[N+:3](=[O:4])([O-:5])[c:6]1[cH:7][cH:8][c:9]2[cH:10][cH:11][nH:12][c:13]2[cH:14]1.[NH4+:25].[Na+:1].[O:26]=[CH:27][N:28]([CH3:29])[CH3:30]>>[N+:3](=[O:4])([O-:5])[c:6]1[cH:7][cH:8][c:9]2[cH:10][cH:11][n:12]([CH2:16][C:17](=[O:18])[O:19][C:20]([CH3:21])([CH3:22])[CH3:23])[c:13]2[cH:14]1. Conditions: time 30 minute. Reactants: P(=O)(OCl)(Cl)Cl (phosphoryl oxychloride), solution, C(C1=CC=CC=C1)N1C=CC2=CC=C(C=C12)CC(=O)OC (methyl (1-benzylindol-6-yl)acetate), aqueous solution, [OH-].[Na+] (sodium hydroxide), CN(C=O)C (dimethyl formamide). Reported procedure: 18 mg (0.12 mmol) of phosphoryl oxychloride was added gradually to 4 ml of a solution of 25 mg (0.09 mmol) of methyl (1-benzylindol-6-yl)acetate, as obtained in a) above, in dimethyl formamide, at room temperature, and the resulting mixture was stirred for 30 minutes. After this time, an excess of a 2N aqueous solution of sodium hydroxide was added to the mixture, which was then stirred for 10 minutes. The aqueous layer was extracted with methylene chloride and the extract was washed with a satu... RXN SMILES: P(Cl)(Cl)(OCl)=O.[CH2:7]([N:14]1[C:22]2[C:17](=[CH:18][CH:19]=[C:20]([CH2:23][C:24]([O:26][CH3:27])=[O:25])[CH:21]=2)[CH:16]=[CH:15]1)[C:8]1[CH:13]=[CH:12][CH:11]=[CH:10][CH:9]=1.[OH-].[Na+].CN(C)[CH:32]=[O:33]>>[CH2:7]([N:14]1[C:22]2[C:17](=[CH:18][CH:19]=[C:20]([CH2:23][C:24]([O:26][CH3:27])=[O:25])[CH:21]=2)[C:16]([CH:32]=[O:33])=[CH:15]1)[C:8]1[CH:9]=[CH:10][CH:11]=[CH:12][CH:13]=1 |f:2.3|. Isolated yield 83.0%. Yields the product C(C1=CC=CC=C1)N1C=C(C2=CC=C(C=C12)CC(=O)OC)C=O (Methyl (1-benzyl-3-formylindol-6-yl)acetate). Reactants: O=C1CCC(=O)N1Br, ClC(Cl)Cl, CCOC(=O)C(Cc1ccc(O)cc1)Oc1ccccc1. Yields the product CCOC(=O)C(Cc1ccc(O)c(Br)c1)Oc1ccccc1. RXN SMILES: [Br:1][N:2]1[C:3](=[O:4])[CH2:5][CH2:6][C:7]1=[O:8].[CH:30]([Cl:31])([Cl:32])[Cl:33].[OH:9][c:10]1[cH:11][cH:12][c:13]([CH2:16][CH:17]([C:18](=[O:19])[O:20][CH2:21][CH3:22])[O:23][c:24]2[cH:25][cH:26][cH:27][cH:28][cH:29]2)[cH:14][cH:15]1>>[Br:1][c:15]1[c:10]([OH:9])[cH:11][cH:12][c:13]([CH2:16][CH:17]([C:18](=[O:19])[O:20][CH2:21][CH3:22])[O:23][c:24]2[cH:25][cH:26][cH:27][cH:28][cH:29]2)[cH:14]1. The reactants are Cl.CN(CCCN=C=NCC)C (N-[3-(dimethylamino)propyl]-N′-ethylcarbodiimide hydrochloride), S1C(=CC=C1)S(=O)(=O)NC=1C=CC=C2C=C(NC12)C(=O)O (7-[(2-thienylsulfonyl)amino]-1H-indole-2-carboxylic acid), N1CCCC1 (pyrrolidine), N1(N=NC2=C1C=CC=C2)O (1H-1,2,3-benzotriazol-1-ol). Run in CN(C=O)C (N,N-dimethylformamide), C(C)(=O)OCC (ethyl acetate). Reaction conditions: time 18 hour. The product is N1(CCCC1)C(=O)C=1NC2=C(C=CC=C2C1)NS(=O)(=O)C=1SC=CC1 (N-[2-(Pyrrolidin-1-ylcarbonyl)-1H-indol-7-yl]thiophene-2-sulfonamide). The yield is 90.0%. As a reaction SMILES: [S:1]1[CH:5]=[CH:4][CH:3]=[C:2]1[S:6]([NH:9][C:10]1[CH:11]=[CH:12][CH:13]=[C:14]2[C:18]=1[NH:17][C:16]([C:19]([OH:21])=O)=[CH:15]2)(=[O:8])=[O:7].[NH:22]1[CH2:26][CH2:25][CH2:24][CH2:23]1.N1(O)C2C=CC=CC=2N=N1.Cl.CN(C)CCCN=C=NCC>C(OCC)(=O)C.CN(C)C=O>[N:22]1([C:19]([C:16]2[NH:17][C:18]3[C:14]([CH:15]=2)=[CH:13][CH:12]=[CH:11][C:10]=3[NH:9][S:6]([C:2]2[S:1][CH:5]=[CH:4][CH:3]=2)(=[O:7])=[O:8])=[O:21])[CH2:26][CH2:25][CH2:24][CH2:23]1 |f:3.4|. Reported procedure: To a mixture of 7-[(2-thienylsulfonyl)amino]-1H-indole-2-carboxylic acid (200 mg), pyrrolidine (65 μL), 1H-1,2,3-benzotriazol-1-ol (150 mg) and N,N-dimethylformamide (8 mL) was added N-[3-(dimethylamino)propyl]-N′-ethylcarbodiimide hydrochloride (190 mg) at 4° C., and the mixture was stirred at room temperature for 18 hr. The reaction mixture was diluted with ethyl acetate, washed with aqueous citric acid solution, aqueous sodium hydrogencarbonate solution and saturated brine, dried over anhydro...